Task: describe an organic reaction: reactants, conditions, products, and yield. Dataset: the Open Reaction Database (ORD), a public repository of structured organic reaction records Starting materials: C1(=CC=CC=C1)C(C(=O)Cl)C1=CC=CC=C1 (diphenylacetyl chloride), C(C)OCCN (2-ethoxy-ethylamine). Yields the product C(C)OCCNC(C(C1=CC=CC=C1)C1=CC=CC=C1)=O (N-(2-Ethoxy-ethyl)-2,2-diphenyl-acetamide). Reaction SMILES: [C:1]1([CH:7]([C:11]2[CH:16]=[CH:15][CH:14]=[CH:13][CH:12]=2)[C:8](Cl)=[O:9])[CH:6]=[CH:5][CH:4]=[CH:3][CH:2]=1.[CH2:17]([O:19][CH2:20][CH2:21][NH2:22])[CH3:18]>>[CH2:17]([O:19][CH2:20][CH2:21][NH:22][C:8](=[O:9])[CH:7]([C:11]1[CH:16]=[CH:15][CH:14]=[CH:13][CH:12]=1)[C:1]1[CH:6]=[CH:5][CH:4]=[CH:3][CH:2]=1)[CH3:18]. Reported procedure: The title compound, white solid, m.p. 83.5-86.2° C. and MS: m/e=283 (M+H+) was prepared in accordance with the general method of example 1 from diphenylacetyl chloride and 2-ethoxy-ethylamine. Starting materials: C[Sn](C)(C)c1ccc(C2=NOC(CO)C2)nc1, ClC(Cl)Cl, O=C(C=Cc1ccccc1)C=Cc1ccccc1, O=C(C=Cc1ccccc1)C=Cc1ccccc1, O=C(C=Cc1ccccc1)C=Cc1ccccc1, O=C1OC(Cn2ccnn2)CN1c1ccc(I)c(F)c1, [Pd], [Pd], c1coc(P(c2ccco2)c2ccco2)c1. Yields the product O=C1OC(Cn2ccnn2)CN1c1ccc(-c2ccc(C3=NOC(CO)C3)nc2)c(F)c1. Reaction SMILES: [CH3:21][Sn:22]([c:23]1[cH:24][cH:25][c:26]([C:29]2=[N:30][O:31][CH:32]([CH2:34][OH:35])[CH2:33]2)[n:27][cH:28]1)([CH3:36])[CH3:37].[CH:54]([Cl:55])([Cl:56])[Cl:57].[CH:60](=[CH:61][C:62]([CH:63]=[CH:64][c:65]1[cH:66][cH:67][cH:68][cH:69][cH:70]1)=[O:71])[c:72]1[cH:73][cH:74][cH:75][cH:76][cH:77]1.[CH:78](=[CH:79][C:80]([CH:81]=[CH:82][c:83]1[cH:84][cH:85][cH:86][cH:87][cH:88]1)=[O:89])[c:90]1[cH:91][cH:92][cH:93][cH:94][cH:95]1.[CH:96](=[CH:97][C:98]([CH:99]=[CH:100][c:101]1[cH:102][cH:103][cH:104][cH:105][cH:106]1)=[O:107])[c:108]1[cH:109][cH:110][cH:111][cH:112][cH:113]1.[F:1][c:2]1[cH:3][c:4]([N:9]2[C:10](=[O:20])[O:11][CH:12]([CH2:14][n:15]3[n:16][n:17][cH:18][cH:19]3)[CH2:13]2)[cH:5][cH:6][c:7]1[I:8].[Pd:58].[Pd:59].[o:38]1[cH:39][cH:40][cH:41][c:42]1[P:43]([c:44]1[o:45][cH:46][cH:47][cH:48]1)[c:49]1[o:50][cH:51][cH:52][cH:53]1>>[F:1][c:2]1[cH:3][c:4]([N:9]2[C:10](=[O:20])[O:11][CH:12]([CH2:14][n:15]3[n:16][n:17][cH:18][cH:19]3)[CH2:13]2)[cH:5][cH:6][c:7]1-[c:23]1[cH:24][cH:25][c:26]([C:29]2=[N:30][O:31][CH:32]([CH2:34][OH:35])[CH2:33]2)[n:27][cH:28]1. The reactants are O=C[C@H](O)[C@@H](O)[C@H](O)[C@H](O)CO (glucose), C([C@H](O)[C@@H](O)[C@H](O)CO)O (xylitol). The product is C([C@H](O)[C@@H](O)[C@H](O)CO)O (xylitol), OCC(=O)[C@@H](O)[C@H](O)CO (D-xylulose), O=C[C@H](O)[C@@H](O)[C@H](O)[C@H](O)CO (glucose). RXN SMILES: [CH2:1]([OH:10])[C@@H:2]([C@H:4]([C@@H:6]([CH2:8][OH:9])[OH:7])[OH:5])[OH:3].[O:11]=[CH:12][C@@H:13]([C@H:15]([C@@H:17]([C@@H:19]([CH2:21][OH:22])[OH:20])[OH:18])[OH:16])[OH:14]>>[CH2:1]([OH:10])[C@@H:2]([C@H:4]([C@@H:6]([CH2:8][OH:9])[OH:7])[OH:5])[OH:3].[OH:11][CH2:12][C:13]([C@H:15]([C@@H:17]([CH2:19][OH:20])[OH:18])[OH:16])=[O:14].[O:11]=[CH:12][C@@H:13]([C@H:15]([C@@H:17]([C@@H:19]([CH2:21][OH:22])[OH:20])[OH:18])[OH:16])[OH:14]. Reported procedure: Ajinomoto has also described methods of producing xylitol from glucose. Takeuchi et al. in U.S. Pat. No. 6,221,634 describes a method for producing either xylitol or D-xylulose from Gluconobacter, Acetobacter or Frateuria species from glucose. However, yields of xylitol were less than 1%. Mihara et al. further claim specific osmotic stress resistant Gluconobacter and Acetobacter strains for the production of xylitol and xylulose from the fermentation of glucose. See, U.S. Pat. No. 6,335,177. The...